From a dataset of the Open Reaction Database (ORD), a public repository of structured organic reaction records. describe an organic reaction: reactants, conditions, products, and yield Starting materials: COc1cc(-c2noc(C)n2)c(C(OC(C)=O)C(=O)NC(C)(C)C)cc1OCc1ccccc1, CO, CCOC(C)=O, [Na+], [OH-], O. Product: COc1cc(-c2noc(C)n2)c(C(O)C(=O)NC(C)(C)C)cc1OCc1ccccc1. RXN SMILES: [CH2:1]([c:2]1[cH:3][cH:4][cH:5][cH:6][cH:7]1)[O:8][c:9]1[c:10]([O:33][CH3:34])[cH:11][c:12](-[c:27]2[n:28][o:29][c:30]([CH3:32])[n:31]2)[c:13]([CH:15]([C:16]([NH:17][C:18]([CH3:19])([CH3:20])[CH3:21])=[O:22])[O:23][C:24](=[O:25])[CH3:26])[cH:14]1.[CH3:37][OH:38].[CH3:39][CH2:40][O:41][C:42](=[O:43])[CH3:44].[Na+:36].[OH-:35].[OH2:45]>>[CH2:1]([c:2]1[cH:3][cH:4][cH:5][cH:6][cH:7]1)[O:8][c:9]1[c:10]([O:33][CH3:34])[cH:11][c:12](-[c:27]2[n:28][o:29][c:30]([CH3:32])[n:31]2)[c:13]([CH:15]([C:16]([NH:17][C:18]([CH3:19])([CH3:20])[CH3:21])=[O:22])[OH:23])[cH:14]1. Reactants: C(CCC)[Li] (n-butyllithium), BrC=1C=NC=CC1 (3-bromopyridine), Cl[Si](C)(C)C (chlorotrimethylsilane), CN(C)CC1C(CCCC1)=O (2-dimethylaminomethylcyclohexanone). Run in C(C)OCC (diethyl ether), O (water), C(C)OCC (diethyl ether), O (water), C(C)O (ethanol). Reaction conditions: temperature -30 celsius, time 60 minute. Product: Cl.CN(C)CC1C(CCCC1)(O)C=1C=NC=CC1 (2-dimethylaminomethyl-1-pyridin-3-yl-cyclohexanol hydrochloride). RXN SMILES: C([Li])CCC.Br[C:7]1[CH:8]=[N:9][CH:10]=[CH:11][CH:12]=1.[CH3:13][N:14]([CH2:16][CH:17]1[CH2:22][CH2:21][CH2:20][CH2:19][C:18]1=[O:23])[CH3:15].[Cl:24][Si](C)(C)C>C(OCC)C.C(O)C.O>[ClH:24].[CH3:15][N:14]([CH2:16][CH:17]1[CH2:22][CH2:21][CH2:20][CH2:19][C:18]1([C:7]1[CH:8]=[N:9][CH:10]=[CH:11][CH:12]=1)[OH:23])[CH3:13] |f:7.8|. Procedure: 224 ml n-butyllithium solution (2.5 mol/l in hexane) were added dropwise to a solution of 54 ml 3-bromopyridine in 750 ml analytical grade diethyl ether in the course of 30 minutes at a temperature of −35 to −40° C. After a further 20 minutes at this temperature, 86.9 g 2-dimethylaminomethylcyclohexanone, dissolved in 90 ml analytical grade diethyl ether, were added dropwise in the course of 30 minutes, with continued cooling, and the mixture was stirred again for 60 minutes with gentle warming ...